This data is from the Open Reaction Database (ORD), a public repository of structured organic reaction records. The task is: describe an organic reaction: reactants, conditions, products, and yield As a reaction SMILES: [C:1]([CH3:2])([CH3:3])([CH3:4])[C:5](=[O:6])[CH2:7][N:8]1[C:9](=[O:40])[CH:10]([NH:25][C:26](=[O:27])[NH:28][c:29]2[cH:30][c:31]([C:35](=[O:36])[O:37][CH2:38][CH3:39])[cH:32][cH:33][cH:34]2)[CH2:11][N:12]([C:19]([C:20]([CH3:21])([CH3:22])[CH3:23])=[O:24])[c:13]2[c:14]1[cH:15][cH:16][cH:17][cH:18]2.[CH3:44][OH:45].[Li+:43].[OH-:42].[OH2:41].[OH2:46]>>[C:1]([CH3:2])([CH3:3])([CH3:4])[C:5](=[O:6])[CH2:7][N:8]1[C:9](=[O:40])[CH:10]([NH:25][C:26](=[O:27])[NH:28][c:29]2[cH:30][c:31]([C:35](=[O:36])[OH:37])[cH:32][cH:33][cH:34]2)[CH2:11][N:12]([C:19]([C:20]([CH3:21])([CH3:22])[CH3:23])=[O:24])[c:13]2[c:14]1[cH:15][cH:16][cH:17][cH:18]2. Reactants: CCOC(=O)c1cccc(NC(=O)NC2CN(C(=O)C(C)(C)C)c3ccccc3N(CC(=O)C(C)(C)C)C2=O)c1, CO, [Li+], [OH-], O, O. Yields the product CC(C)(C)C(=O)CN1C(=O)C(NC(=O)Nc2cccc(C(=O)O)c2)CN(C(=O)C(C)(C)C)c2ccccc21.